From a dataset of the Open Reaction Database (ORD), a public repository of structured organic reaction records. describe an organic reaction: reactants, conditions, products, and yield The reactants are CC1CN(c2nnc(Cl)c3ccncc23)CCN1C(=O)N1CCCCC1, OB(O)c1ccc(C(F)(F)F)cc1, [Na+], [Na+], O=C([O-])[O-], c1ccc(P(c2ccccc2)(c2ccccc2)[Pd](P(c2ccccc2)(c2ccccc2)c2ccccc2)(P(c2ccccc2)(c2ccccc2)c2ccccc2)P(c2ccccc2)(c2ccccc2)c2ccccc2)cc1. Yields the product CC1CN(c2nnc(-c3ccc(C(F)(F)F)cc3)c3ccncc23)CCN1C(=O)N1CCCCC1. RXN SMILES: [Cl:1][c:2]1[c:3]2[c:4]([c:5]([N:8]3[CH2:9][CH:10]([CH3:22])[N:11]([C:14](=[O:15])[N:16]4[CH2:17][CH2:18][CH2:19][CH2:20][CH2:21]4)[CH2:12][CH2:13]3)[n:6][n:7]1)[cH:23][n:24][cH:25][cH:26]2.[F:27][C:28]([c:29]1[cH:30][cH:31][c:32]([B:35]([OH:36])[OH:37])[cH:33][cH:34]1)([F:38])[F:39].[Na+:40].[Na+:41].[O-:42][C:43](=[O:44])[O-:45].[cH:46]1[cH:47][cH:48][c:49]([P:50]([Pd:51]([P:52]([c:53]2[cH:54][cH:55][cH:56][cH:57][cH:58]2)([c:59]2[cH:60][cH:61][cH:62][cH:63][cH:64]2)[c:65]2[cH:66][cH:67][cH:68][cH:69][cH:70]2)([P:71]([c:72]2[cH:73][cH:74][cH:75][cH:76][cH:77]2)([c:78]2[cH:79][cH:80][cH:81][cH:82][cH:83]2)[c:84]2[cH:85][cH:86][cH:87][cH:88][cH:89]2)[P:90]([c:91]2[cH:92][cH:93][cH:94][cH:95][cH:96]2)([c:97]2[cH:98][cH:99][cH:100][cH:101][cH:102]2)[c:103]2[cH:104][cH:105][cH:106][cH:107][cH:108]2)([c:109]2[cH:110][cH:111][cH:112][cH:113][cH:114]2)[c:115]2[cH:116][cH:117][cH:118][cH:119][cH:120]2)[cH:121][cH:122]1>>[c:2]1(-[c:32]2[cH:31][cH:30][c:29]([C:28]([F:27])([F:38])[F:39])[cH:34][cH:33]2)[c:3]2[c:4]([c:5]([N:8]3[CH2:9][CH:10]([CH3:22])[N:11]([C:14](=[O:15])[N:16]4[CH2:17][CH2:18][CH2:19][CH2:20][CH2:21]4)[CH2:12][CH2:13]3)[n:6][n:7]1)[cH:23][n:24][cH:25][cH:26]2. Reactants: NCCNC=1C(N(S(C1C1=CC=CC=C1)(=O)=O)C(C)(C)C)=O (4-[(2-Aminoethyl)amino]-2-tert-butyl-5-phenylisothiazol-3(2H)-one 1,1-dioxide), ClC1=NC=C(C=C1Cl)C(F)(F)F (2,3-dichloro-5-(trifluoromethyl)pyridine), TEA. Run in CN(C)C=O (DMF). Conditions: temperature 120 celsius. The product is C(C)(C)(C)N1S(C(=C(C1=O)NCCNC1=NC=C(C=C1Cl)C(F)(F)F)C1=CC=CC=C1)(=O)=O (2-tert-Butyl-4-[(2-{[3-chloro-5-(trifluoromethyl)pyridin-2-yl]amino}ethyl)amino]-5-phenylisothiazol-3(2H)-one 1,1-dioxide). The yield is 38.3%. Reaction SMILES: [NH2:1][CH2:2][CH2:3][NH:4][C:5]1[C:6](=[O:22])[N:7]([C:18]([CH3:21])([CH3:20])[CH3:19])[S:8](=[O:17])(=[O:16])[C:9]=1[C:10]1[CH:15]=[CH:14][CH:13]=[CH:12][CH:11]=1.Cl[C:24]1[C:29]([Cl:30])=[CH:28][C:27]([C:31]([F:34])([F:33])[F:32])=[CH:26][N:25]=1>CN(C=O)C>[C:18]([N:7]1[C:6](=[O:22])[C:5]([NH:4][CH2:3][CH2:2][NH:1][C:24]2[C:29]([Cl:30])=[CH:28][C:27]([C:31]([F:34])([F:32])[F:33])=[CH:26][N:25]=2)=[C:9]([C:10]2[CH:15]=[CH:14][CH:13]=[CH:12][CH:11]=2)[S:8]1(=[O:17])=[O:16])([CH3:19])([CH3:21])[CH3:20]. Reported procedure: 4-[(2-Aminoethyl)amino]-2-tert-butyl-5-phenylisothiazol-3(2H)-one 1,1-dioxide (0.088 g, 0.27 mmol), 2,3-dichloro-5-(trifluoromethyl)pyridine (0.065 g, 0.30 mmol) and TEA (0.055 g, 0.54 mmol) was dissolved in dry DMF (3 ml) and heated in a microwave reactor at 120° C. for 25 mins. The reaction mixture was extracted with EtOAc (75 ml) and the organic phases were washed with water (3×50 ml), dried over MgSO4, filtered and evaporated. The residue was purified by silica gel column chromatography usin... Reactants: [H-].[Na+] (sodium hydride), ClC1=C(C=CC(=C1)F)C(=O)N1CC=2N(CC3=C1C=CC=C3)C=CC2 (2-chloro-4-fluorophenyl-(5H,11H-pyrrolo[2,1-c][1,4]benzodiazepine-10-yl)-methanone), CC1=NNC=N1 (3-methyl-1,2,4-triazole), [H][H] (hydrogen). The solvent is oil, CN(C=O)C (dimethylformamide), [Cl-].[Na+].O (brine). Run at temperature 110 celsius. Product: ClC1=C(C=CC(=C1)N1N=C(N=C1)C)C(=O)N1CC=2N(CC3=C1C=CC=C3)C=CC2 ([2-Chloro-4-(3-methyl-1,2,4-triazol-1-yl)-phenyl](5H,11H-pyrrolo[2,1-c]-[1,4]benzodiazepin-10-yl)-methanone). The yield is 62.0%. As a reaction SMILES: [H-].[Na+].[CH3:3][C:4]1[N:8]=[CH:7][NH:6][N:5]=1.[H][H].[Cl:11][C:12]1[CH:17]=[C:16](F)[CH:15]=[CH:14][C:13]=1[C:19]([N:21]1[C:27]2[CH:28]=[CH:29][CH:30]=[CH:31][C:26]=2[CH2:25][N:24]2[CH:32]=[CH:33][CH:34]=[C:23]2[CH2:22]1)=[O:20]>CN(C)C=O.[Cl-].[Na+].O>[Cl:11][C:12]1[CH:17]=[C:16]([N:6]2[CH:7]=[N:8][C:4]([CH3:3])=[N:5]2)[CH:15]=[CH:14][C:13]=1[C:19]([N:21]1[C:27]2[CH:28]=[CH:29][CH:30]=[CH:31][C:26]=2[CH2:25][N:24]2[CH:32]=[CH:33][CH:34]=[C:23]2[CH2:22]1)=[O:20] |f:0.1,6.7.8|. Reported procedure: To a suspension of 60% sodium hydride in oil (0.3 g) in dimethylformamide (50 ml) was added dropwise 3-methyl-1,2,4-triazole (0.45 g). After hydrogen gas evolution ceased, 2-chloro-4-fluorophenyl-(5H,11H-pyrrolo[2,1-c][1,4]benzodiazepine-10-yl)-methanone (1.70 g) was added and the reaction mixture was heated in a sand bath at 110° C. for 18 hours. The mixture was poured onto ice, diluted with brine, and extracted with dichloromethane. The combined extracts were dried over anhydrous sodium sulfat... The reactants are CC(C)(C)OC(=O)NCC(O)c1ccc2c(c1)COC(C)(C)O2, Cl, [H-], [Na+], CN(C)C=O, O. The product is CC1(C)OCc2cc(C3CNC(=O)O3)ccc2O1. RXN SMILES: [CH3:1][C:2]1([CH3:23])[O:3][CH2:4][c:5]2[c:6]([cH:8][cH:9][c:10]([CH:12]([CH2:13][NH:14][C:15]([O:16][C:18]([CH3:19])([CH3:20])[CH3:22])=[O:21])[OH:17])[cH:11]2)[O:7]1.[ClH:26].[H-:24].[Na+:25].[O:27]=[CH:28][N:29]([CH3:30])[CH3:31].[OH2:32]>>[CH3:1][C:2]1([CH3:23])[O:3][CH2:4][c:5]2[c:6]([cH:8][cH:9][c:10]([CH:12]3[CH2:13][NH:14][C:15](=[O:21])[O:16]3)[cH:11]2)[O:7]1.